From a dataset of the Open Reaction Database (ORD), a public repository of structured organic reaction records. describe an organic reaction: reactants, conditions, products, and yield The reactants are CN(C)C=O, CC(C)[Si](Cl)(C(C)C)C(C)C, ClCCl, c1c[nH]cn1, Oc1cnc2[nH]ccc2c1. The product is CC(C)[Si](Oc1cnc2[nH]ccc2c1)(C(C)C)C(C)C. RXN SMILES: [CH3:30][N:31]([CH3:32])[CH:33]=[O:34].[CH:16]([CH3:17])([CH3:18])[Si:19]([CH:20]([CH3:21])[CH3:22])([CH:23]([CH3:24])[CH3:25])[Cl:26].[Cl:27][CH2:28][Cl:29].[nH:11]1[cH:12][cH:13][n:14][cH:15]1.[nH:1]1[cH:2][cH:3][c:4]2[c:5]1[n:6][cH:7][c:8]([OH:10])[cH:9]2>>[nH:1]1[cH:2][cH:3][c:4]2[c:5]1[n:6][cH:7][c:8]([O:10][Si:19]([CH:16]([CH3:17])[CH3:18])([CH:20]([CH3:21])[CH3:22])[CH:23]([CH3:24])[CH3:25])[cH:9]2. Starting materials: ClC=1C=NC2=CC=C(C=C2N1)C(=O)C=1C(=C(C=C(C1F)F)NC(OC(C)(C)C)=O)F (tert-butyl (3-(3-chloroquinoxaline-6-carbonyl)-2,4,5-trifluorophenyl)carbamate), C(=O)(C(F)(F)F)O (TFA). The solvent is C(Cl)Cl (DCM). Run at time 0.5 hour. The product is NC=1C(=C(C(=C(C1)F)F)C(=O)C=1C=C2N=C(C=NC2=CC1)Cl)F ((3-amino-2,5,6-trifluorophenyl)(3-chloroquinoxalin-6-yl)methanone). Yield: 40.8%. As a reaction SMILES: [Cl:1][C:2]1[CH:3]=[N:4][C:5]2[C:10]([N:11]=1)=[CH:9][C:8]([C:12]([C:14]1[C:15]([F:30])=[C:16]([NH:22]C(=O)OC(C)(C)C)[CH:17]=[C:18]([F:21])[C:19]=1[F:20])=[O:13])=[CH:7][CH:6]=2.C(O)(C(F)(F)F)=O>C(Cl)Cl>[NH2:22][C:16]1[C:15]([F:30])=[C:14]([C:12]([C:8]2[CH:9]=[C:10]3[C:5](=[CH:6][CH:7]=2)[N:4]=[CH:3][C:2]([Cl:1])=[N:11]3)=[O:13])[C:19]([F:20])=[C:18]([F:21])[CH:17]=1. Reported procedure: To a solution of tert-butyl (3-(3-chloroquinoxaline-6-carbonyl)-2,4,5-trifluorophenyl)carbamate (128 mg, 0.29 mmol, 1.0 eq.) in DCM (5 mL) was added TFA (5 mL). After the resulting mixture was stirred at rt for 0.5 h, the solvent was evaporated. The resulting residue was washed with saturated NaHCO3 and extracted with EA (20 mL×3). The combined organic layers were dried over MgSO4, filtered and concentrated. The resulting residue was purified by flash column chromatography (PE/EA=2/1, v/v) to af... The product is O=C(O)c1ccc(N2CCCCS2(=O)=O)c(Cl)c1. As a reaction SMILES: [Cl:1][c:2]1[cH:3][c:4]([CH3:16])[cH:5][cH:6][c:7]1[N:8]1[S:9](=[O:14])(=[O:15])[CH2:10][CH2:11][CH2:12][CH2:13]1.[K+:22].[Mn:17](=[O:18])([O-:19])(=[O:20])=[O:21].[Na+:24].[Na+:30].[Na+:31].[OH-:23].[OH2:32].[S:25]([O-:26])([O-:27])(=[O:28])=[S:29]>>[Cl:1][c:2]1[cH:3][c:4]([C:16]([OH:18])=[O:23])[cH:5][cH:6][c:7]1[N:8]1[S:9](=[O:14])(=[O:15])[CH2:10][CH2:11][CH2:12][CH2:13]1. Starting materials: Cc1ccc(N2CCCCS2(=O)=O)c(Cl)c1, [K+], O=[Mn](=O)(=O)[O-], [Na+], [Na+], [Na+], [OH-], O, O=S([O-])([O-])=S. Starting materials: FC1=CC=C(CN2C(C=3N(CC2)C=C(C3O)C(=O)OCC)=O)C=C1 (ethyl 2-(4-fluorobenzyl)-8-hydroxy-1-oxo-1,2,3,4-tetrahydropyrrolo[1,2-α]pyrazine-7-carboxylate), ClC=1C=C(CN2C(C=3N(CC2)C=C(C3O)C(=O)OCC)=O)C=CC1Cl (Ethyl 2-(3,4-dichlorobenzyl)-8-hydroxy-1-oxo-1,2,3,4-tetrahydropyrrolo[1,2-α]pyrazine-7-carboxylate). Yields the product ClC=1C=C(CN2C(C=3N(CC2)C=C(C3O)C(=O)NC)=O)C=CC1Cl (2-(3,4-Dichlorobenzyl)-8-hydroxy-N-methyl-1-oxo-1,2,3,4-tetrahydropyrrolo[1,2-α]pyrazine-7-carboxamide). Reaction SMILES: FC1C=CC([CH2:6][N:7]2CCN3C=C(C(OCC)=O)C(O)=C3C2=O)=CC=1.[Cl:25][C:26]1[CH:27]=[C:28]([CH:46]=[CH:47][C:48]=1[Cl:49])[CH2:29][N:30]1[CH2:35][CH2:34][N:33]2[CH:36]=[C:37]([C:40]([O:42]CC)=O)[C:38]([OH:39])=[C:32]2[C:31]1=[O:45]>>[Cl:25][C:26]1[CH:27]=[C:28]([CH:46]=[CH:47][C:48]=1[Cl:49])[CH2:29][N:30]1[CH2:35][CH2:34][N:33]2[CH:36]=[C:37]([C:40]([NH:7][CH3:6])=[O:42])[C:38]([OH:39])=[C:32]2[C:31]1=[O:45]. Procedure details: The title compound was prepared using a procedure similar to that described in Example 5, except that ethyl 2-(4-fluorobenzyl)-8-hydroxy-1-oxo-1,2,3,4-tetrahydropyrrolo[1,2-α]pyrazine-7-carboxylate was substituted with ethyl 2-(3,4-dichlorobenzyl)-8-hydroxy-1-oxo-1,2,3,4-tetrahydropyrrolo[1,2-α]pyrazine-7-carboxylate (Example 15).